This data is from the Open Reaction Database (ORD), a public repository of structured organic reaction records. The task is: describe an organic reaction: reactants, conditions, products, and yield Reactants: O=C([O-])[O-], CO, Cc1[nH]c(C(=O)NC2CCN(N=O)CC2)c(Cl)c1Cl, [Na+], [Na+], O. The product is Cc1[nH]c(C(=O)NC2CCN(N)CC2)c(Cl)c1Cl. Reaction SMILES: [C:20](=[O:21])([O-:22])[O-:23].[CH3:27][OH:28].[Cl:1][c:2]1[c:3]([C:9](=[O:10])[NH:11][CH:12]2[CH2:13][CH2:14][N:15]([N:18]=[O:19])[CH2:16][CH2:17]2)[nH:4][c:5]([CH3:8])[c:6]1[Cl:7].[Na+:24].[Na+:25].[OH2:26]>>[Cl:1][c:2]1[c:3]([C:9](=[O:10])[NH:11][CH:12]2[CH2:13][CH2:14][N:15]([NH2:18])[CH2:16][CH2:17]2)[nH:4][c:5]([CH3:8])[c:6]1[Cl:7]. The reactants are CC(=O)O, CC(=O)O, COC(=O)c1cccc(S(C)=O)c1, ClCCl, NC(=O)C(F)(F)F, Ic1ccccc1, [K+], [K+], O=C([O-])[O-]. Yields the product COC(=O)c1cccc(S(C)(=N)=O)c1. Reaction SMILES: [C:21]([OH:22])(=[O:23])[CH3:24].[C:25]([OH:26])(=[O:27])[CH3:28].[CH3:1][S:2](=[O:3])[c:4]1[cH:5][c:6]([C:7](=[O:8])[O:9][CH3:10])[cH:11][cH:12][cH:13]1.[Cl:42][CH2:43][Cl:44].[F:14][C:15]([F:16])([F:17])[C:19]([NH2:18])=[O:20].[I:29][c:30]1[cH:31][cH:32][cH:33][cH:34][cH:35]1.[K+:36].[K+:37].[O-:38][C:39]([O-:40])=[O:41]>>[CH3:1][S:2](=[O:3])([c:4]1[cH:5][c:6]([C:7](=[O:8])[O:9][CH3:10])[cH:11][cH:12][cH:13]1)=[NH:18].